From a dataset of the Open Reaction Database (ORD), a public repository of structured organic reaction records. describe an organic reaction: reactants, conditions, products, and yield Reactants: CCN=C=NCCCN(C)C, CCN(C(C)C)C(C)C, ClCCl, Cl, CC(C)(C)OC(=O)C1CC(CN)(CC(=O)O)CN1C(=O)OC(C)(C)C, On1nnc2ccccc21. Product: CC(C)(C)OC(=O)C1CC2(CNC(=O)C2)CN1C(=O)OC(C)(C)C. RXN SMILES: [CH2:37]([N:38]=[C:39]=[N:40][CH2:41][CH2:42][CH2:43][N:44]([CH3:45])[CH3:46])[CH3:47].[CH:48]([N:49]([CH2:50][CH3:51])[CH:52]([CH3:53])[CH3:54])([CH3:55])[CH3:56].[Cl:57][CH2:58][Cl:59].[ClH:36].[NH2:1][CH2:2][C:3]1([CH2:22][C:23](=[O:24])[OH:25])[CH2:4][N:5]([C:15](=[O:16])[O:17][C:18]([CH3:19])([CH3:20])[CH3:21])[CH:6]([C:8](=[O:9])[O:10][C:11]([CH3:12])([CH3:13])[CH3:14])[CH2:7]1.[OH:26][n:27]1[c:28]2[cH:29][cH:30][cH:31][cH:32][c:33]2[n:34][n:35]1>>[NH:1]1[CH2:2][C:3]2([CH2:4][N:5]([C:15](=[O:16])[O:17][C:18]([CH3:19])([CH3:20])[CH3:21])[CH:6]([C:8](=[O:9])[O:10][C:11]([CH3:12])([CH3:13])[CH3:14])[CH2:7]2)[CH2:22][C:23]1=[O:25].